Dataset: the Open Reaction Database (ORD), a public repository of structured organic reaction records. Task: describe an organic reaction: reactants, conditions, products, and yield Reactants: C(=O)=O (dry ice), COC1=CC(=CC=C1)OC (1,3-dimethoxybenzene), CN(CCN(C)C)C (tetramethylethylenediamine), C(C)[N-]CC.[K+] (potassium diethylamide). Solvent: C(C)N(CC)CC (triethylamine), O (water), C(C)N(CC)CC (triethylamine). Run at time 2 hour. Yields the product COC1=C(C(=O)O)C(=CC=C1)OC (2,6-dimethoxybenzoic acid). Isolated yield 69.0%. RXN SMILES: [CH3:1][O:2][C:3]1[CH:8]=[CH:7][CH:6]=[C:5]([O:9][CH3:10])[CH:4]=1.CN(C)CCN(C)C.C([N-]CC)C.[K+].[C:25](=[O:27])=[O:26]>C(N(CC)CC)C.O>[CH3:1][O:2][C:3]1[CH:8]=[CH:7][CH:6]=[C:5]([O:9][CH3:10])[C:4]=1[C:25]([OH:27])=[O:26] |f:2.3|. Procedure: A solution of 1,3-dimethoxybenzene (12.06 g.) and tetramethylethylenediamine (15 ml.) in triethylamine (20 ml.) was added to the potassium diethylamide reaction mixture and stirred for two hours. The entire mixture, a gray suspension, was poured into a 1-liter beaker containing crushed dry ice (456 g.) with the aid of 35 ml of added triethylamine and was allowed to warm to room temperature. The contents of the beaker were transferred into a 1-liter flask with the aid of some water. All volatile ... Reactants: CC(C)O (2-propanol), ClC=1C=CC2=C(C(=NO2)OCC(NC(C2=CC=CC=C2)(C2=CC=CC=C2)C2=CC=CC=C2)C2=CN=C(S2)C)C1 (5-chloro-3-[2-(2-methyl-1,3-thiazol-5-yl)-2-tritylaminoethoxy]-1,2-benzoisoxazole), CC(C)O (2-propanol), Cl (hydrogen chloride). Run in C(Cl)(Cl)Cl (chloroform), CO (methanol). Yields the product Cl.ClC=1C=CC2=C(C(=NO2)OCC(N)C2=CN=C(S2)C)C1 (5-chloro-3-[2-(2-methyl-1,3-thiazol-5-yl)-2-aminoethoxy]-1,2-benzoisoxazole hydrochloride). As a reaction SMILES: [Cl:1][C:2]1[CH:3]=[CH:4][C:5]2[O:9][N:8]=[C:7]([O:10][CH2:11][CH:12]([C:33]3[S:37][C:36]([CH3:38])=[N:35][CH:34]=3)[NH:13]C(C3C=CC=CC=3)(C3C=CC=CC=3)C3C=CC=CC=3)[C:6]=2[CH:39]=1.CC(O)C.Cl>C(Cl)(Cl)Cl.CO>[ClH:1].[Cl:1][C:2]1[CH:3]=[CH:4][C:5]2[O:9][N:8]=[C:7]([O:10][CH2:11][CH:12]([C:33]3[S:37][C:36]([CH3:38])=[N:35][CH:34]=3)[NH2:13])[C:6]=2[CH:39]=1 |f:5.6|. Reported procedure: To a solution of 1.7 g of 5-chloro-3-[2-(2-methyl-1,3-thiazol-5-yl)-2-tritylaminoethoxy]-1,2-benzoisoxazole in 17 ml of chloroform and 17 ml of methanol is added 2.05 ml of a 2-propanol solution (7.5N) of hydrogen chloride at room temperature, and they are subjected to reaction at the same temperature for two hours, after which the solvent is removed by distillation under reduced pressure. To the residue obtained is added 2-propanol, and after stirring, the crystals precipitated are collected by...